This data is from the Open Reaction Database (ORD), a public repository of structured organic reaction records. The task is: describe an organic reaction: reactants, conditions, products, and yield Product: C(C=C)NC(=O)C=1C(NC(=C(C1)Br)C(F)(F)F)=O (N-Allyl-5-bromo-2-oxo-6-(trifluoromethyl)-1,2-dihydropyridine-3-carboxamide). Reaction SMILES: [Br:1][C:2]1[CH:3]=[C:4]([C:13]([O:15]C)=O)[C:5](=[O:12])[NH:6][C:7]=1[C:8]([F:11])([F:10])[F:9].Cl>C(N)C=C>[CH2:5]([NH:6][C:13]([C:4]1[C:5](=[O:12])[NH:6][C:7]([C:8]([F:9])([F:10])[F:11])=[C:2]([Br:1])[CH:3]=1)=[O:15])[CH:4]=[CH2:3]. Reactants: BrC=1C=C(C(NC1C(F)(F)F)=O)C(=O)OC (methyl 5-bromo-2-oxo-6-(trifluoromethyl)-1,2-dihydropyridine-3-carboxylate), Cl (hydrochloric acid). Solvent: C(C=C)N (allylamine). Procedure: At room temperature, 250 mg (0.83 mmol) of methyl 5-bromo-2-oxo-6-(trifluoromethyl)-1,2-dihydropyridine-3-carboxylate were stirred in 5 ml of allylamine for 18 h. By addition of 2N hydrochloric acid, the pH was then adjusted to 2, resulting in the precipitation of a colorless solid. Filtration with suction and drying gave 134 mg (50% of theory) of the product. Starting materials: C(Cl)C1CO1 (epichlorohydrin), B(F)(F)F.CCOCC (boron trifluoride etherate), F[B-](F)(F)F.C(C)[O+](CC)CC (triethyloxonium tetrafluoroborate), CN1C(C=CC=C1)=O (1-methyl-2-pyridone). Run in CCOCC (ether), CCOCC (ether), C(Cl)Cl (methylene chloride), C(Cl)Cl (methylene chloride). Reaction conditions: time 16 hour. The product is F[B-](F)(F)F.C(C)[O+](CC)CC (Triethyloxonium fluoroborate), F[B-](F)(F)F.C(C)OC1=[N+](C=CC=C1)C (2-ethoxy-1-methylpyridinium fluoroborate). Yield: 71.0%. Reaction SMILES: C(C1OC1)Cl.B(F)(F)F.[CH3:10][CH2:11][O:12][CH2:13][CH3:14].[F:15][B-:16]([F:19])([F:18])[F:17].[CH2:20]([O+:22]([CH2:25][CH3:26])[CH2:23][CH3:24])[CH3:21].[CH3:27][N:28]1C=C[CH:31]=[CH:30][C:29]1=O>CCOCC.C(Cl)Cl>[F:15][B-:16]([F:19])([F:18])[F:17].[CH2:20]([O+:22]([CH2:25][CH3:26])[CH2:23][CH3:24])[CH3:21].[F:15][B-:16]([F:19])([F:18])[F:17].[CH2:11]([O:12][C:13]1[CH:14]=[CH:31][CH:30]=[CH:29][N+:28]=1[CH3:27])[CH3:10] |f:1.2,3.4,8.9,10.11|. Reported procedure: Triethyloxonium fluoroborate is prepared from 3.70 g (0.040 mole) of epichlorohydrin in 14 ml of ether and 7.58 g (0.054 mole) of boron trifluoride etherate in 6 ml of ether. The resulting solid triethyloxonium tetrafluoroborate is dissolved in 20 ml of dry methylene chloride and treated under nitrogen with 4.36 g (0.040 mole) of 1-methyl-2-pyridone in 15 ml of methylene chloride. The reaction mixture is stirred under nitrogen at room temperature overnight (about 16 hours). The solvent is evapor...